Task: describe an organic reaction: reactants, conditions, products, and yield. Dataset: the Open Reaction Database (ORD), a public repository of structured organic reaction records Isolated yield 54.0%. Run at temperature 0 celsius, time 2 hour. Reported procedure: (R)-2,6-Dimethylundec-2-ene 153 (10.03 g, 55.03 mmol) was dissolved in acetone (270 mL) and cooled to 0° C. Jones reagent (CrO3/H2SO4) (2.7 M, 120 mL) was added dropwise, and the reaction allowed to warm to room temperature over 18 hours. The reaction was poured on to water/Na2SO4 (200 mL), and the aqueous layer extracted with ethyl acetate (4×100 mL). The combined organics were dried over MgSO4, filtered and rotovapped to give an oil. The crude oil was dissolved in CH2Cl2 (400 mL) and cooled to... Starting materials: O.[O-]S(=O)(=O)[O-].[Na+].[Na+] (water Na2SO4), CC(=O)C.OS(=O)(=O)O.O=[Cr](=O)=O (Jones reagent), CC(C)=CCC[C@@H](CCCCC)C ((R)-2,6-Dimethylundec-2-ene). Solvent: C(Cl)Cl (CH2Cl2), CC(=O)C (acetone), CCOCC (ether). Product: C[C@@H](CCC(=O)O)CCCCC ((R)-4-methylnonanoic acid). RXN SMILES: [CH3:1][C:2](=[CH:4][CH2:5][CH2:6][C@H:7]([CH3:13])CCCCC)[CH3:3].C[C:15]([CH3:17])=[O:16].[OH:18]S(O)(=O)=O.O=[Cr](=O)=O.O.[O-]S([O-])(=O)=O.[Na+].[Na+]>CC(C)=O.C(Cl)Cl.CCOCC>[CH3:1][C@H:2]([CH2:4][CH2:5][CH2:6][CH2:7][CH3:13])[CH2:3][CH2:17][C:15]([OH:18])=[O:16] |f:1.2.3,4.5.6.7|. The reactants are COC1=C2C=CNC2=CC=C1C (4-Methoxy-5-methylindole), [BH3-]C#N.[Na+] (NaBH3CN), O (Water). Solvent: C(C)(=O)O (acetic acid). Run at time 0.5 hour. The product is COC1=C2CCNC2=CC=C1C (4-Methoxy-5-methylindoline). The yield is 92.3%. Reaction SMILES: [CH3:1][O:2][C:3]1[C:11]([CH3:12])=[CH:10][CH:9]=[C:8]2[C:4]=1[CH:5]=[CH:6][NH:7]2.[BH3-]C#N.[Na+].O>C(O)(=O)C>[CH3:1][O:2][C:3]1[C:11]([CH3:12])=[CH:10][CH:9]=[C:8]2[C:4]=1[CH2:5][CH2:6][NH:7]2 |f:1.2|. Procedure: To a solution of 4-methoxy-5-methylindole 27 (0.48 g, 2.98 mmol) in acetic acid (20 ml) was added NaBH3CN (0.75 g, 9 mmol) portionwise over 10 min (exothermic reaction) and the mixture was then stirred at rt for 0.5 h. Water (2-3 ml) was added and the solvent removed in vacuo. The residue was dissolved in EtOAc and washed with saturated aq. NaHCO3 and brine, dried and evaporated to give 28 as a viscous oil (449 mg, 92%) which was immediately used in the next step; δH (90 MHZ) 6.80 (1 H, d, J 9, ... Starting materials: C(C)OC1=NC2=C(N1CC1=CC=C(C=C1)C1=C(C=CC=C1)C1=NN=NN1C(C1=CC=CC=C1)(C1=CC=CC=C1)C1=CC=CC=C1)C(=CC=C2)C(=O)OCOC(C(C)(C)C)=O (pivaloyloxymethyl 2-ethoxy-1-[2'-(N-triphenylmethyl-1H-tetrazol-5-yl)biphenyl-4-yl]methylbenzimidazole-7-carboxylate), Cl (hydrochloric acid). Run in CO (methanol). Run at time 30 minute. The product is C(C)OC1=NC2=C(N1CC1=CC=C(C=C1)C1=C(C=CC=C1)C1=NN=NN1)C(=CC=C2)C(=O)OCOC(C(C)(C)C)=O (pivaloyloxymethyl 2-ethoxy-1-[2'-(1H-tetrazol-5-yl)biphenyl-4-yl]methylbenzimidazole-7-carboxylate). The yield is 81.2%. RXN SMILES: [CH2:1]([O:3][C:4]1[N:8]([CH2:9][C:10]2[CH:15]=[CH:14][C:13]([C:16]3[CH:21]=[CH:20][CH:19]=[CH:18][C:17]=3[C:22]3[N:26](C(C4C=CC=CC=4)(C4C=CC=CC=4)C4C=CC=CC=4)[N:25]=[N:24][N:23]=3)=[CH:12][CH:11]=2)[C:7]2[C:46]([C:50]([O:52][CH2:53][O:54][C:55](=[O:60])[C:56]([CH3:59])([CH3:58])[CH3:57])=[O:51])=[CH:47][CH:48]=[CH:49][C:6]=2[N:5]=1)[CH3:2].Cl>CO>[CH2:1]([O:3][C:4]1[N:8]([CH2:9][C:10]2[CH:11]=[CH:12][C:13]([C:16]3[CH:21]=[CH:20][CH:19]=[CH:18][C:17]=3[C:22]3[NH:26][N:25]=[N:24][N:23]=3)=[CH:14][CH:15]=2)[C:7]2[C:46]([C:50]([O:52][CH2:53][O:54][C:55](=[O:60])[C:56]([CH3:59])([CH3:58])[CH3:57])=[O:51])=[CH:47][CH:48]=[CH:49][C:6]=2[N:5]=1)[CH3:2]. Reported procedure: To 2.0 g of pivaloyloxymethyl 2-ethoxy-1-[2'-(N-triphenylmethyl-1H-tetrazol-5-yl)biphenyl-4-yl]methylbenzimidazole-7-carboxylate were added 30 mL of methanol and 6 mL of 1N-hydrochloric acid and the mixture was stirred at room temperature for 30 minutes. The reaction mixture was then concentrated under reduced pressure and extracted using ethyl acetate and water. The organic layer was separated and concentrated under reduced pressure to give an oil. This oil was purified by silica gel chromatogr... The reactants are NCCS(=O)(=O)O (taurine), C(C)(=O)[O-].[K+] (potassium acetate), solid, P(Cl)(Cl)(Cl)(Cl)Cl (phosphorus pentachloride), C1(C=2C(C(=O)O1)=CC=CC2)=O (Phthalic anhydride), P(Cl)(Cl)(Cl)(Cl)Cl (phosphorus pentachloride). Solvent: C(C)(=O)O (acetic acid), C1(=CC=CC=C1)C (toluene). Yields the product O=C1N(C(C2=CC=CC=C12)=O)CCS(=O)(=O)Cl (2-(1,3-Dioxo-1,3-dihydro-2H-isoindol-2-yl)-1-ethanesulfonyl chloride). Isolated yield 60.0%. RXN SMILES: [NH2:1][CH2:2][CH2:3][S:4]([OH:7])(=O)=[O:5].C([O-])(=O)C.[K+].[C:13]1(=O)[O:18][C:16](=[O:17])[C:15]2=[CH:19][CH:20]=[CH:21][CH:22]=[C:14]12.P(Cl)(Cl)(Cl)(Cl)[Cl:25]>C(O)(=O)C.C1(C)C=CC=CC=1>[O:17]=[C:16]1[C:15]2[C:14](=[CH:22][CH:21]=[CH:20][CH:19]=2)[C:13](=[O:18])[N:1]1[CH2:2][CH2:3][S:4]([Cl:25])(=[O:7])=[O:5] |f:1.2|. Reported procedure: A suspension of taurine (8.0 g, 63.9 mmol) and potassium acetate (6.7 g, 68.3 mmol) in acetic acid was refluxed for 15 min. Phthalic anhydride (10.1 g, 68.4 mmol) was added and the solution was refluxed for 3 h. The reaction was cooled to room temperature and the solid was filtered off, washed with cold acetic acid and dried under vacuum at 100° C. to give a white solid. The solid (14.3 g, 54.7 mmol) was suspended in toluene (50 ml) and phosphorus pentachloride (8.12 g, 39.0 mmol) was added unde... Reactants: O=C(O)c1cc2ccccc2s1, CNOC. Reagents/catalysts: C1CCC(CC1)N=C=NC2CCCCC2 (DCC), CN1CCOCC1 (NMM), Oc1cc(Cl)c(Cl)cc1Cl (2,4,5-Trichlorophenol). Run in CN(C)C=O (DMF), CN(C)C=O (DMF), CN(C)C=O (DMF), CN(C)C=O (DMF), CN(C)C=O (DMF), CN(C)C=O (DMF). Run at temperature 25 celsius, time 2 hour. Product: CON(C)C(=O)c1cc2ccccc2s1. Isolated yield 2.8%. As a reaction SMILES: CNOC.O=C(O)c1cc2ccccc2s1.C1CCC(CC1)N=C=NC2CCCCC2.C1=C(C(=CC(=C1Cl)Cl)Cl)[O-].[Na+].CN1CCOCC1.CN(C)C=O>>CON(C)C(=O)c1cc2ccccc2s1.